Dataset: the Open Reaction Database (ORD), a public repository of structured organic reaction records. Task: describe an organic reaction: reactants, conditions, products, and yield Reactants: Cc1ccccc1OCC(O)CN(CCOc1ccc(C(N)=O)cn1)Cc1ccccc1, [H][H], C1COCCO1. Yields the product Cc1ccccc1OCC(O)CNCCOc1ccc(C(N)=O)cn1. Reaction SMILES: [CH2:1]([c:2]1[cH:3][cH:4][cH:5][cH:6][cH:7]1)[N:8]([CH2:9][CH2:10][O:11][c:12]1[n:13][cH:14][c:15]([C:18]([NH2:19])=[O:20])[cH:16][cH:17]1)[CH2:21][CH:22]([CH2:23][O:24][c:25]1[c:26]([CH3:31])[cH:27][cH:28][cH:29][cH:30]1)[OH:32].[H:33][H:34].[O:35]1[CH2:36][CH2:37][O:38][CH2:39][CH2:40]1>>[NH:8]([CH2:9][CH2:10][O:11][c:12]1[n:13][cH:14][c:15]([C:18]([NH2:19])=[O:20])[cH:16][cH:17]1)[CH2:21][CH:22]([CH2:23][O:24][c:25]1[c:26]([CH3:31])[cH:27][cH:28][cH:29][cH:30]1)[OH:32]. Starting materials: C(=C)OC(=O)N1[C@@H](CCC1)CNC=1C=CC=2N(N1)C(=CN2)Br ((S)-2-[(3-bromo-imidazo[1,2-b]pyridazin-6-ylamino)-methyl]-pyrrolidine-1-carboxylic acid vinyl ester), COC1=C(C=CC=C1)B(O)O ((2-methoxyphenyl)boronic acid), C(=O)([O-])[O-].[K+].[K+] (K2CO3). Reagents/catalysts: Cl[Pd]([P](C1=CC=CC=C1)(C2=CC=CC=C2)C3=CC=CC=C3)([P](C4=CC=CC=C4)(C5=CC=CC=C5)C6=CC=CC=C6)Cl (dichlorobis(triphenylphosphine)palladium(II)). The solvent is CC#N (MeCN), CC#N.O (MeCN water). Conditions: temperature 150 celsius. Product: COC1=C(C=CC=C1)C1=CN=C2N1N=C(C=C2)N2C(N1[C@H](C2)CCC1)=O ((S)-2-[3-(2-Methoxy-phenyl)-imidazo[1,2-b]pyridazin-6-yl]-hexahydro-pyrrolo[1,2-c]imidazol-3-one). The yield is 64.4%. Reaction SMILES: C(O[C:4]([N:6]1[CH2:10][CH2:9][CH2:8][C@H:7]1[CH2:11][NH:12][C:13]1[CH:14]=[CH:15][C:16]2[N:17]([C:19](Br)=[CH:20][N:21]=2)[N:18]=1)=[O:5])=C.[CH3:23][O:24][C:25]1[CH:30]=[CH:29][CH:28]=[CH:27][C:26]=1B(O)O.C([O-])([O-])=O.[K+].[K+]>CC#N.O.CC#N.Cl[Pd](Cl)([P](C1C=CC=CC=1)(C1C=CC=CC=1)C1C=CC=CC=1)[P](C1C=CC=CC=1)(C1C=CC=CC=1)C1C=CC=CC=1>[CH3:23][O:24][C:25]1[CH:30]=[CH:29][CH:28]=[CH:27][C:26]=1[C:19]1[N:17]2[N:18]=[C:13]([N:12]3[CH2:11][C@@H:7]4[CH2:8][CH2:9][CH2:10][N:6]4[C:4]3=[O:5])[CH:14]=[CH:15][C:16]2=[N:21][CH:20]=1 |f:2.3.4,5.6,^1:49,68|. Procedure: A mixture of (S)-2-[(3-bromo-imidazo[1,2-b]pyridazin-6-ylamino)-methyl]-pyrrolidine-1-carboxylic acid vinyl ester (125 mg, 0.34 mmol), (2-methoxyphenyl)boronic acid (67.2 mg, 0.44 mmol), K2CO3 (141 mg, 1.02 mmol) and dichlorobis(triphenylphosphine)palladium(II) (12 mg, 0.017 mmol) in MeCN/water (3.2 ml/0.8 ml) was heated in a microwave at 150° C. for 15 min. The reaction was repeated at 140° C. After removal of the water the reaction mixtures was combined and diluted with MeCN and filtered. The ... Starting materials: SCc1ccccc1, CC(C)(C)[O-], [K+], COC(=O)c1cccc(C)c1[N+](=O)[O-], CN(C)C=O. Product: COC(=O)c1cccc(C)c1SCc1ccccc1. RXN SMILES: [CH2:15]([c:16]1[cH:17][cH:18][cH:19][cH:20][cH:21]1)[SH:22].[CH3:23][C:24]([CH3:25])([O-:26])[CH3:27].[K+:28].[N+:1]([O-:2])(=[O:3])[c:4]1[c:5]([C:6](=[O:7])[O:8][CH3:9])[cH:10][cH:11][cH:12][c:13]1[CH3:14].[O:29]=[CH:30][N:31]([CH3:32])[CH3:33]>>[c:4]1([S:22][CH2:15][c:16]2[cH:17][cH:18][cH:19][cH:20][cH:21]2)[c:5]([C:6](=[O:7])[O:8][CH3:9])[cH:10][cH:11][cH:12][c:13]1[CH3:14]. The reactants are C(CCC(=O)O)(=O)O (succinic acid), C(CCCC(=O)O)(=O)O (glutaric acid), primary alcohol, C(CCCCC(=O)O)(=O)O (adipic acid). The product is C(CCCO)O (1,4-butanediol), C(CCCCO)O (1,5-pentanediol), C(CCCCCO)O (1,6-hexanediol). RXN SMILES: [C:1](O)(=[O:7])[CH2:2][CH2:3][C:4](O)=[O:5].[C:9](O)(=[O:16])[CH2:10][CH2:11][CH2:12][C:13](O)=[O:14].[C:18](O)(=[O:26])[CH2:19][CH2:20][CH2:21][CH2:22][C:23](O)=[O:24]>>[CH2:1]([OH:7])[CH2:2][CH2:3][CH2:4][OH:5].[CH2:9]([OH:16])[CH2:10][CH2:11][CH2:12][CH2:13][OH:14].[CH2:18]([OH:26])[CH2:19][CH2:20][CH2:21][CH2:22][CH2:23][OH:24]. Procedure details: The obtained reaction mixture was analyzed by HPLC and GC under the conditions mentioned above to determine the conversion of the starting material and the yield of the primary alcohol. The analysis showed that the conversions of succinic acid, glutaric acid and adipic acid were 87%, 87% and 90%, respectively, and the yields of 1,4-butanediol, 1,5-pentanediol and 1,6-hexanediol were 43%, 69% and 50%, respectively. Starting materials: B, CC(C)c1cc2c(c(-c3ccc(F)cc3)c1C(=O)c1ccc(C(C)(C)C)cc1)C(=O)CC1(CCC1)O2, CCN(CC)c1ccccc1, CO, NC1c2ccccc2CC1O, C1CCOC1. The product is CC(C)c1cc2c(c(-c3ccc(F)cc3)c1C(=O)c1ccc(C(C)(C)C)cc1)C(O)CC1(CCC1)O2. Reaction SMILES: [BH3:28].[C:29]([CH3:30])([CH3:31])([CH3:32])[c:33]1[cH:34][cH:35][c:36]([C:37](=[O:38])[c:39]2[c:40](-[c:56]3[cH:57][cH:58][c:59]([F:62])[cH:60][cH:61]3)[c:41]3[c:46]([cH:47][c:48]2[CH:49]([CH3:50])[CH3:51])[O:45][C:44]2([CH2:43][C:42]3=[O:55])[CH2:52][CH2:53][CH2:54]2)[cH:63][cH:64]1.[CH2:17]([N:18]([CH2:19][CH3:20])[c:21]1[cH:22][cH:23][cH:24][cH:25][cH:26]1)[CH3:27].[CH3:65][OH:66].[NH2:1][CH:2]1[c:3]2[c:4]([cH:5][cH:6][cH:7][cH:8]2)[CH2:9][CH:10]1[OH:11].[O:12]1[CH2:13][CH2:14][CH2:15][CH2:16]1>>[C:29]([CH3:30])([CH3:31])([CH3:32])[c:33]1[cH:34][cH:35][c:36]([C:37](=[O:38])[c:39]2[c:40](-[c:56]3[cH:57][cH:58][c:59]([F:62])[cH:60][cH:61]3)[c:41]3[c:46]([cH:47][c:48]2[CH:49]([CH3:50])[CH3:51])[O:45][C:44]2([CH2:43][CH:42]3[OH:55])[CH2:52][CH2:53][CH2:54]2)[cH:63][cH:64]1.